Dataset: the Open Reaction Database (ORD), a public repository of structured organic reaction records. Task: describe an organic reaction: reactants, conditions, products, and yield Reactants: O=C1NCC2=C(NCC1)N=CC(=C2)/C=C/C(=O)OC(C)(C)C ((E)-tert-butyl 3-(4-oxo-1,2,3,4,5,6-hexahydropyrido[2,3-b][1,5]diazocin-8-yl)acrylate), C(Cl)Cl (CH2Cl2), FC(C(=O)O)(F)F (trifluoroacetic acid). Solvent: CCOCC (Et2O). Run at time 20 minute. Product: Cl.O=C1NCC2=C(NCC1)N=CC(=C2)/C=C/C(=O)O ((E)-3-(4-oxo-1,2,3,4,5,6-hexahydropyrido[2,3-b][1,5]diazocin-8-yl)acrylic acid hydrochloride). Reaction SMILES: [O:1]=[C:2]1[CH2:9][CH2:8][NH:7][C:6]2[N:10]=[CH:11][C:12](/[CH:14]=[CH:15]/[C:16]([O:18]C(C)(C)C)=[O:17])=[CH:13][C:5]=2[CH2:4][NH:3]1.FC(F)(F)C(O)=O.C(Cl)[Cl:31]>CCOCC>[ClH:31].[O:1]=[C:2]1[CH2:9][CH2:8][NH:7][C:6]2[N:10]=[CH:11][C:12](/[CH:14]=[CH:15]/[C:16]([OH:18])=[O:17])=[CH:13][C:5]=2[CH2:4][NH:3]1 |f:4.5|. Procedure details: A suspension of (E)-tert-butyl 3-(4-oxo-1,2,3,4,5,6-hexahydropyrido[2,3-b][1,5]diazocin-8-yl)acrylate (175 mg, 0.58 mmol) in 3 mL CH2Cl2 was treated with 3 mL of trifluoroacetic acid. The mixture became homogeneous and it was stirred at room temperature for 20 minutes. The solution was concentrated to dryness and treated with 1 mL 4M HCl in dioxane to give a creamish solid. The suspension was diluted with 10 mL Et2O and sonicated. The solid was filtered and dried under reduced pressure overnight... The reactants are C(C)(C)(C)OC(N(C1=CC=NC=C1)CCOC1=CC(=CC(=C1)C(N(CCC)CCC)=O)Cl)=O ([2-(3-chloro-5-dipropylcarbamoyl-phenoxy)-ethyl]-pyridin-4-yl-carbamic acid tert-butyl ester). Run in ClCCl (dichloromethane), FC(C(=O)O)(F)F (trifluoroacetic acid). Run at time 18 hour. Yields the product Cl.ClC=1C=C(C(=O)N(CCC)CCC)C=C(C1)OCCNC1=CC=NC=C1 (3-Chloro-N,N-dipropyl-5-[2-(pyridin-4-ylamino)-ethoxy]-benzamide hydrochloride). Yield: 171.1%. Reaction SMILES: C(OC(=O)[N:7]([CH2:14][CH2:15][O:16][C:17]1[CH:22]=[C:21]([C:23](=[O:31])[N:24]([CH2:28][CH2:29][CH3:30])[CH2:25][CH2:26][CH3:27])[CH:20]=[C:19]([Cl:32])[CH:18]=1)[C:8]1[CH:13]=[CH:12][N:11]=[CH:10][CH:9]=1)(C)(C)C>ClCCl.FC(F)(F)C(O)=O>[ClH:32].[Cl:32][C:19]1[CH:20]=[C:21]([CH:22]=[C:17]([O:16][CH2:15][CH2:14][NH:7][C:8]2[CH:9]=[CH:10][N:11]=[CH:12][CH:13]=2)[CH:18]=1)[C:23]([N:24]([CH2:28][CH2:29][CH3:30])[CH2:25][CH2:26][CH3:27])=[O:31] |f:3.4|. Procedure: A solution of [2-(3-chloro-5-dipropylcarbamoyl-phenoxy)-ethyl]-pyridin-4-yl-carbamic acid tert-butyl ester (0.085 g) in a mixture of dichloromethane (2 ml) and trifluoroacetic acid (2 ml) was stored at room temperature for 18 h and then concentrated under reduced pressure. The residue was triturated with ethereal hydrogen chloride to give the title compound (0.063 g) as a colourless gum. The reactants are O (water), C1CC12[C@H](CCCC2)CN2CCC(CC2)N2C(NC1=C2C=CC=C1)=O (3-{1-[(4S)-spiro[2.5]oct-4-ylmethyl]piperidin-4-yl}-1,3-dihydro-2H-benzimidazol-2-one), CC1=CC=C(C=C1)S(=O)(=O)OC[C@H]1OC(OC1)(C)C ([(4S)-2,2-dimethyl-1,3-dioxolan-4-yl]methyl 4-methylbenzene-sulfonate), [H-].[Na+] (sodium hydride). Solvent: CN(C=O)C (dimethylformamide). Reaction conditions: time 30 minute. The product is CC1(OC[C@H](O1)CN1C(N(C2=C1C=CC=C2)C2CCN(CC2)C[C@@H]2C1(CC1)CCCC2)=O)C (1-{[(4R)-2,2-dimethyl-1,3-dioxolan-4-yl]methyl}-3-{1-[(4S)-spiro-[2.5]-oct-4-ylmethyl]piperidin-4-yl}-1,3-dihydro-2H-benzimidazol-2-one). Isolated yield 87.3%. RXN SMILES: [CH2:1]1[C:3]2([CH2:8][CH2:7][CH2:6][CH2:5][C@@H:4]2[CH2:9][N:10]2[CH2:15][CH2:14][CH:13]([N:16]3[C:20]4[CH:21]=[CH:22][CH:23]=[CH:24][C:19]=4[NH:18][C:17]3=[O:25])[CH2:12][CH2:11]2)[CH2:2]1.[H-].[Na+].CC1C=CC(S(O[CH2:39][C@@H:40]2[CH2:44][O:43][C:42]([CH3:46])([CH3:45])[O:41]2)(=O)=O)=CC=1.O>CN(C)C=O>[CH3:45][C:42]1([CH3:46])[O:41][C@H:40]([CH2:39][N:18]2[C:19]3[CH:24]=[CH:23][CH:22]=[CH:21][C:20]=3[N:16]([CH:13]3[CH2:12][CH2:11][N:10]([CH2:9][C@H:4]4[CH2:5][CH2:6][CH2:7][CH2:8][C:3]54[CH2:2][CH2:1]5)[CH2:15][CH2:14]3)[C:17]2=[O:25])[CH2:44][O:43]1 |f:1.2|. Procedure: 3-{1-[(4S)-spiro[2.5]oct-4-ylmethyl]piperidin-4-yl}-1,3-dihydro-2H-benzimidazol-2-one (2.94 g) was dissolved in dimethylformamide (60 mL), and to which 60-72% sodium hydride (oil dispersion) (706.6 mg) was added at room temperature and stirred for 30 minutes. To the reaction mixture, [(4S)-2,2-dimethyl-1,3-dioxolan-4-yl]methyl 4-methylbenzene-sulfonate (7.25 g) was added and stirred at 80° C. for 7 hours. After cooling the reaction mixture to room temperature, water was added, followed by extrac... The reactants are CCO, CCOC(=O)c1ccc(COc2cccc(O)c2C=O)cc1, [Na+], [OH-], O. Product: O=Cc1c(O)cccc1OCc1ccc(C(=O)O)cc1. As a reaction SMILES: [CH3:25][CH2:26][OH:27].[CH:1](=[O:2])[c:3]1[c:4]([O:5][CH2:6][c:7]2[cH:8][cH:9][c:10]([C:11](=[O:12])[O:13][CH2:14][CH3:15])[cH:16][cH:17]2)[cH:18][cH:19][cH:20][c:21]1[OH:22].[Na+:24].[OH-:23].[OH2:28]>>[CH:1](=[O:2])[c:3]1[c:4]([O:5][CH2:6][c:7]2[cH:8][cH:9][c:10]([C:11](=[O:12])[OH:13])[cH:16][cH:17]2)[cH:18][cH:19][cH:20][c:21]1[OH:22].